From a dataset of the Open Reaction Database (ORD), a public repository of structured organic reaction records. describe an organic reaction: reactants, conditions, products, and yield Reactants: [Cl-].[Al+3].[Cl-].[Cl-] (aluminum chloride), ice water, ClCCC(=O)Cl (3-chloropropionyl chloride), CC1(CCC(C2=CC=CC=C12)(C)C)C (1,2,3,4-tetrahydro-1,1,4,4-tetramethylnaphthalene). Run in C(Cl)Cl (methylene chloride), C(Cl)Cl (methylene chloride). Conditions: time 8 hour. Product: ClCCC(=O)C=1C=C2C(CCC(C2=CC1)(C)C)(C)C (6-(3-Chloropropionyl)-1,2,3,4-tetrahydro-1,1,4,4-tetramethylnaphthalene). As a reaction SMILES: [Cl-].[Al+3].[Cl-].[Cl-].[Cl:5][CH2:6][CH2:7][C:8](Cl)=[O:9].[CH3:11][C:12]1([CH3:24])[C:21]2[C:16](=[CH:17][CH:18]=[CH:19][CH:20]=2)[C:15]([CH3:23])([CH3:22])[CH2:14][CH2:13]1>C(Cl)Cl>[Cl:5][CH2:6][CH2:7][C:8]([C:19]1[CH:20]=[C:21]2[C:16](=[CH:17][CH:18]=1)[C:15]([CH3:23])([CH3:22])[CH2:14][CH2:13][C:12]2([CH3:24])[CH3:11])=[O:9] |f:0.1.2.3|. Procedure: 73.5 g (0.55 mole) of anhydrous aluminum chloride were added a little at a time, at 0°-5° C., to a solution of 70 g (0.55 mole) of 3-chloropropionyl chloride in 200 ml of methylene chloride, after which a solution of 94 g (0.5 mole) of 1,2,3,4-tetrahydro-1,1,4,4-tetramethylnaphthalene in 200 ml of methylene chloride was added dropwise at the same temperature. The mixture was stirred overnight at room temperature, poured onto 1 1 of ice/water and extracted with 3 times 300 ml of methylene chlorid... The reactants are Brc1ccccc1, COC(=O)CC#N, [Cl-], [Mg], [NH4+]. Yields the product COC(=O)C=C(N)c1ccccc1. Reaction SMILES: [Br:1][c:2]1[cH:3][cH:4][cH:5][cH:6][cH:7]1.[CH3:9][O:10][C:11](=[O:12])[CH2:13][C:14]#[N:15].[Cl-:16].[Mg:8].[NH4+:17]>>[c:2]1([C:14](=[CH:13][C:11]([O:10][CH3:9])=[O:12])[NH2:15])[cH:3][cH:4][cH:5][cH:6][cH:7]1. Reactants: ClC1=CC=C(C=C1)S(=O)(=O)NCC1CC2=CC=C(C=C2C1)C(CC(=O)OCC)=O (ethyl 3-[2-[(4chlorophenyl)sulfonylaminomethyl]indan-5-yl]-3-oxopropionate), [BH4-].[Na+] (sodium borohydride). Solvent: C(C)O (ethanol). Run at time 2 hour. Product: ClC1=CC=C(C=C1)S(=O)(=O)NCC1CC2=CC=C(C=C2C1)C(CC(=O)OCC)O (ethyl 3-[2-[(4-chlorophenyl)sulfonylaminomethyl]indan-5-yl]-3-hydroxypropionate). The yield is 97.5%. Reaction SMILES: [Cl:1][C:2]1[CH:7]=[CH:6][C:5]([S:8]([NH:11][CH2:12][CH:13]2[CH2:21][C:20]3[C:15](=[CH:16][CH:17]=[C:18]([C:22](=[O:29])[CH2:23][C:24]([O:26][CH2:27][CH3:28])=[O:25])[CH:19]=3)[CH2:14]2)(=[O:10])=[O:9])=[CH:4][CH:3]=1.[BH4-].[Na+]>C(O)C>[Cl:1][C:2]1[CH:7]=[CH:6][C:5]([S:8]([NH:11][CH2:12][CH:13]2[CH2:21][C:20]3[C:15](=[CH:16][CH:17]=[C:18]([CH:22]([OH:29])[CH2:23][C:24]([O:26][CH2:27][CH3:28])=[O:25])[CH:19]=3)[CH2:14]2)(=[O:10])=[O:9])=[CH:4][CH:3]=1 |f:1.2|. Procedure: 4.46 g of ethyl 3-[2-[(4-chlorophenyl)sulfonylaminomethyl]indan-5-yl]-3-oxopropionate obtained in Step 1 of Example 46 was dissolved in 60 ml of ethanol, to which 193 mg of sodium borohydride was added under ice-cooling, followed by stirring for 2 hours at the same temperature. Subsequently, the solvent was distilled off under reduced pressure. The residue was added with ethyl acetate, washed with water and dried. The solvent was removed under reduced pressure. The residue was recrystallized fro... The reactants are CCO, Clc1ccc(Cc2cc(Cl)nc(-c3ccc4c(n3)CCCC4)n2)c(Cl)c1. The product is CCOc1cc(Cc2ccc(Cl)cc2Cl)nc(-c2ccc3c(n2)CCCC3)n1. Reaction SMILES: [CH3:27][CH2:28][OH:29].[Cl:1][c:2]1[n:3][c:4](-[c:17]2[n:18][c:19]3[c:24]([cH:25][cH:26]2)[CH2:23][CH2:22][CH2:21][CH2:20]3)[n:5][c:6]([CH2:8][c:9]2[c:10]([Cl:16])[cH:11][c:12]([Cl:15])[cH:13][cH:14]2)[cH:7]1>>[c:2]1([O:29][CH2:28][CH3:27])[n:3][c:4](-[c:17]2[n:18][c:19]3[c:24]([cH:25][cH:26]2)[CH2:23][CH2:22][CH2:21][CH2:20]3)[n:5][c:6]([CH2:8][c:9]2[c:10]([Cl:16])[cH:11][c:12]([Cl:15])[cH:13][cH:14]2)[cH:7]1. The reactants are CC(=O)O[BH-](OC(C)=O)OC(C)=O, ClCCl, [Na+], O=C1COC1, CC(C)(C)OC(=O)NCC1CNCCO1. Yields the product CC(C)(C)OC(=O)NCC1CN(C2COC2)CCO1. Reaction SMILES: [C:21]([O:22][BH-:23]([O:24][C:25](=[O:26])[CH3:27])[O:28][C:29](=[O:30])[CH3:31])(=[O:32])[CH3:33].[Cl:35][CH2:36][Cl:37].[Na+:34].[O:16]1[CH2:17][C:18](=[O:20])[CH2:19]1.[O:1]1[CH:2]([CH2:7][NH:8][C:9]([O:10][C:11]([CH3:12])([CH3:13])[CH3:14])=[O:15])[CH2:3][NH:4][CH2:5][CH2:6]1>>[O:1]1[CH:2]([CH2:7][NH:8][C:9]([O:10][C:11]([CH3:12])([CH3:13])[CH3:14])=[O:15])[CH2:3][N:4]([CH:18]2[CH2:17][O:16][CH2:19]2)[CH2:5][CH2:6]1. The reactants are ClC1=CC(=C(C=C1O)C1=NN2C(CCCC2)=C1)F (2-(4-Chloro-2-fluoro-5-hydroxyphenyl)-4,5,6,7-tetrahydropyrazolo[1,5-a]pyridine), ClN1C(CCC1=O)=O (N-chlorosuccinimide). Run in CN(C=O)C (dimethylformamide), O (water). Conditions: temperature 65 celsius, time 8 hour. Product: ClC=1C(=NN2C1CCCC2)C2=C(C=C(C(=C2)O)Cl)F (3-Chloro-2-(4-chloro-2-fluoro-5-hydroxyphenyl)-4,5,6,7-tetrahydropyrazolo[1,5-a]pyridine). Yield: 98.2%. As a reaction SMILES: [Cl:1][C:2]1[C:7]([OH:8])=[CH:6][C:5]([C:9]2[CH:17]=[C:12]3[CH2:13][CH2:14][CH2:15][CH2:16][N:11]3[N:10]=2)=[C:4]([F:18])[CH:3]=1.[Cl:19]N1C(=O)CCC1=O>CN(C)C=O.O>[Cl:19][C:17]1[C:9]([C:5]2[CH:6]=[C:7]([OH:8])[C:2]([Cl:1])=[CH:3][C:4]=2[F:18])=[N:10][N:11]2[CH2:16][CH2:15][CH2:14][CH2:13][C:12]=12. Procedure details: The product from Step C (8.3 g) was dissolved in dimethylformamide (40 ml) and was treated with N-chlorosuccinimide (4.4 g). The mixture was heated and at 65° C. a color change from yellow to red occurred. Heating was discontinued and the reaction was allowed to stir at room temperature overnight. The reaction mixture was diluted with water and ice and the solid was filtered and washed with water. After air drying the solid was taken up in ethyl acetate and dried further with magnesium sulfate. ... The reactants are ClC=1N=NC(=CC1)C(=O)O (3-Chloropyridazine-6-carboxylic acid), CN (methylamine), Cl (HCl). Run in C(C)O (ethanol). Reaction conditions: temperature 100 celsius. Yields the product CNC1(NN=CC=C1)C(=O)O (3-Methylaminopyridazine-carboxylic Acid). As a reaction SMILES: Cl[C:2]1[N:3]=[N:4][C:5]([C:8]([OH:10])=[O:9])=[CH:6][CH:7]=1.[CH3:11][NH2:12].Cl>C(O)C>[CH3:11][NH:12][C:5]1([C:8]([OH:10])=[O:9])[CH:6]=[CH:7][CH:2]=[N:3][NH:4]1. Reported procedure: 3-Chloropyridazine-6-carboxylic acid (2.5 g) (R. F. Homer, H. Gregory, W. G. Overend and L. F. Wiggins, J. Chem.Soc (1948) 2195-9) was treated with 8M methylamine in ethanol (2.16 ml) and heated at 100° C. in a sealed bomb for 18 hours. The solution was acidified to pH 4 with 5N HCl and the precipitate filtered off to provide title compound (0.58 g). MS (−ve ion chemical ionisation) ml/z 152 ([M-H]−, 100%).